Dataset: the Open Reaction Database (ORD), a public repository of structured organic reaction records. Task: describe an organic reaction: reactants, conditions, products, and yield Reactants: N#CCCOC(=O)c1cccc(C=O)c1, CC(=O)CC(=O)N1CCCN(Cc2ccccc2)CC1, C1CCNCC1, CCOC(C)=O, c1ccccc1. The product is CC(=O)C(=Cc1cccc(C(=O)OCCC#N)c1)C(=O)N1CCCN(Cc2ccccc2)CC1. As a reaction SMILES: [C:1](#[N:2])[CH2:3][CH2:4][O:5][C:6](=[O:7])[c:8]1[cH:9][c:10]([CH:11]=[O:12])[cH:13][cH:14][cH:15]1.[CH2:16]([c:17]1[cH:18][cH:19][cH:20][cH:21][cH:22]1)[N:23]1[CH2:24][CH2:25][N:26]([C:30]([CH2:31][C:32]([CH3:33])=[O:34])=[O:35])[CH2:27][CH2:28][CH2:29]1.[CH2:36]1[CH2:37][CH2:38][NH:39][CH2:40][CH2:41]1.[CH3:42][CH2:43][O:44][C:45](=[O:46])[CH3:47].[cH:48]1[cH:49][cH:50][cH:51][cH:52][cH:53]1>>[C:1](#[N:2])[CH2:3][CH2:4][O:5][C:6](=[O:7])[c:8]1[cH:9][c:10]([CH:11]=[C:31]([C:30]([N:26]2[CH2:25][CH2:24][N:23]([CH2:16][c:17]3[cH:18][cH:19][cH:20][cH:21][cH:22]3)[CH2:29][CH2:28][CH2:27]2)=[O:35])[C:32]([CH3:33])=[O:34])[cH:13][cH:14][cH:15]1. The reactants are CC(C)(C)OC(=O)CO, O=C([O-])O, CCOC(C)=O, [H-], CCC1CC(Nc2ncc(N3CCOCC3)cn2)c2cc(C(F)(F)F)ccc2N1C(=O)Oc1ccc([N+](=O)[O-])cc1, [Na+], [Na+], C1CCOC1. Yields the product CCC1CC(Nc2ncc(N3CCOCC3)cn2)c2cc(C(F)(F)F)ccc2N1C(=O)OCC(=O)OC(C)(C)C. RXN SMILES: [C:1]([CH3:2])([CH3:3])([CH3:4])[O:5][C:6]([CH2:7][OH:8])=[O:9].[C:53](=[O:54])([O-:55])[OH:56].[CH3:63][CH2:64][O:65][C:66](=[O:67])[CH3:68].[H-:10].[N+:12]([c:13]1[cH:14][cH:15][c:16]([O:21][C:22](=[O:17])[N:24]2[CH:25]([CH2:51][CH3:52])[CH2:26][CH:27]([NH:38][c:39]3[n:40][cH:41][c:42]([N:45]4[CH2:46][CH2:47][O:48][CH2:49][CH2:50]4)[cH:43][n:44]3)[c:28]3[cH:29][c:30]([C:34]([F:35])([F:36])[F:37])[cH:31][cH:32][c:33]32)[cH:18][cH:19]1)([O-:20])=[O:23].[Na+:11].[Na+:57].[O:58]1[CH2:59][CH2:60][CH2:61][CH2:62]1>>[C:1]([CH3:2])([CH3:3])([CH3:4])[O:5][C:6]([CH2:7][O:8][C:22](=[O:21])[N:24]1[CH:25]([CH2:51][CH3:52])[CH2:26][CH:27]([NH:38][c:39]2[n:40][cH:41][c:42]([N:45]3[CH2:46][CH2:47][O:48][CH2:49][CH2:50]3)[cH:43][n:44]2)[c:28]2[cH:29][c:30]([C:34]([F:35])([F:36])[F:37])[cH:31][cH:32][c:33]21)=[O:9]. The reactants are C(C)OC(=O)C1=C(N=C(O1)NC(C(CCC)NC(CC1=CC(=CC(=C1)F)F)=O)=O)C(F)(F)F (2-{2-[2-(3,5-difluoro-phenyl)-acetylamino]-pentanoylamino}-4-trifluoromethyl-oxazole-5-carboxylic acid ethyl ester), [BH4-].[Na+] (sodium borohydride). Solvent: CO (methanol). Run at time 10 minute. The product is OCC1=C(N=C(O1)NC(C(CCC)NC(CC1=CC(=CC(=C1)F)F)=O)=O)C(F)(F)F (2-[2-(3,5-Difluoro-phenyl)-acetylamino]-pentanoic Acid (5-hydroxymethyl-4-trifluoromethyl-oxazol-2-yl)-amide). Reaction SMILES: C([O:3][C:4]([C:6]1[O:10][C:9]([NH:11][C:12](=[O:29])[CH:13]([NH:17][C:18](=[O:28])[CH2:19][C:20]2[CH:25]=[C:24]([F:26])[CH:23]=[C:22]([F:27])[CH:21]=2)[CH2:14][CH2:15][CH3:16])=[N:8][C:7]=1[C:30]([F:33])([F:32])[F:31])=O)C.[BH4-].[Na+]>CO>[OH:3][CH2:4][C:6]1[O:10][C:9]([NH:11][C:12](=[O:29])[CH:13]([NH:17][C:18](=[O:28])[CH2:19][C:20]2[CH:25]=[C:24]([F:26])[CH:23]=[C:22]([F:27])[CH:21]=2)[CH2:14][CH2:15][CH3:16])=[N:8][C:7]=1[C:30]([F:32])([F:31])[F:33] |f:1.2|. Procedure details: A mixture of 2-{2-[2-(3,5-difluoro-phenyl)-acetylamino]-pentanoylamino}-4-trifluoromethyl-oxazole-5-carboxylic acid ethyl ester (150 mg, 0.31 mmol) and sodium borohydride (150 mg, 3.947 mmol) in 3 ml methanol was stirred at room temperature for 10 min. The mixture was quenched with water and extracted with ethyl acetate. The organic layer was separated, dried and concentrated and the residue was purified by preparative HPLC to give the title compound as a white solid. APCl M+1=436.1. Solvent: CS(=O)C (dimethyl sulphoxide), C(C)(=O)OCC (ethyl acetate). Reaction SMILES: [C:1]([C:3]1[C:8](F)=[CH:7][C:6]([F:10])=[CH:5][N:4]=1)#[N:2].[NH2:11][CH2:12][CH2:13][C:14]1[CH:19]=[CH:18][CH:17]=[CH:16][N:15]=1.C(=O)([O-])[O-].[K+].[K+].O>CS(C)=O.C(OCC)(=O)C>[C:1]([C:3]1[C:8]([NH:11][CH2:12][CH2:13][C:14]2[CH:19]=[CH:18][CH:17]=[CH:16][N:15]=2)=[CH:7][C:6]([F:10])=[CH:5][N:4]=1)#[N:2] |f:2.3.4|. Reactants: O (water), C(#N)C1=NC=C(C=C1F)F (2-cyano-3,5-difluoropyridine), NCCC1=NC=CC=C1 (2-(2-aminoethyl)pyridine), C([O-])([O-])=O.[K+].[K+] (potassium carbonate). Procedure: 841 mg of 2-cyano-3,5-difluoropyridine, 880 mg of 2-(2-aminoethyl)pyridine and 1.658 g of potassium carbonate in 12.5 ml of dimethyl sulphoxide are introduced into a 20 ml microwave tube reactor. The mixture is then heated in a microwave for 1 and a half hours at 115° C. The reaction medium is run into 100 ml of water and 100 ml of ethyl acetate. The aqueous phase is re-extracted twice with 50 ml of ethyl acetate. The combined organic phases are washed with water and then with a saturated aqueou... Yields the product C(#N)C1=NC=C(C=C1NCCC1=NC=CC=C1)F (2-cyano-5-fluoro-3-(2-pyridin-2-ylethylamino)pyridine). Reaction conditions: temperature 115 celsius. Isolated yield 37.8%.